From a dataset of the Open Reaction Database (ORD), a public repository of structured organic reaction records. describe an organic reaction: reactants, conditions, products, and yield Reactants: C(C)(=O)N1C(NCC1)=O (1-acetyl-2-imidazolidinone), BrC=1C=CC(=NC1)C(=O)N1CCN(CC1)C1=NC(=C(C=C1C)C)C ((5-bromopyridin-2-yl)[4-(3,5,6-trimethylpyridin-2-yl)piperazin-1-yl]methanone). Yields the product C(C)(=O)N1C(N(CC1)C=1C=NC(=CC1)C(=O)N1CCN(CC1)C1=NC(=C(C=C1C)C)C)=O (1-acetyl-3-{6-[4-(3,5,6-trimethylpyridin-2-yl)piperazine-1-carbonyl]pyridin-3-yl}imidazolidin-2-one). Isolated yield 53.2%. RXN SMILES: [C:1]([N:4]1[CH2:8][CH2:7][NH:6][C:5]1=[O:9])(=[O:3])[CH3:2].Br[C:11]1[CH:12]=[CH:13][C:14]([C:17]([N:19]2[CH2:24][CH2:23][N:22]([C:25]3[C:30]([CH3:31])=[CH:29][C:28]([CH3:32])=[C:27]([CH3:33])[N:26]=3)[CH2:21][CH2:20]2)=[O:18])=[N:15][CH:16]=1>>[C:1]([N:4]1[CH2:8][CH2:7][N:6]([C:11]2[CH:16]=[N:15][C:14]([C:17]([N:19]3[CH2:24][CH2:23][N:22]([C:25]4[C:30]([CH3:31])=[CH:29][C:28]([CH3:32])=[C:27]([CH3:33])[N:26]=4)[CH2:21][CH2:20]3)=[O:18])=[CH:13][CH:12]=2)[C:5]1=[O:9])(=[O:3])[CH3:2]. Reported procedure: Using 1-acetyl-2-imidazolidinone (655 mg) and (5-bromopyridin-2-yl)[4-(3,5,6-trimethylpyridin-2-yl)piperazin-1-yl]methanone (1.81 g) described in Preparation Example 147 and by the reaction and treatment in the same manner as in Example 1, the title compound (1.08 g) was obtained.